describe an organic reaction: reactants, conditions, products, and yield From a dataset of the Open Reaction Database (ORD), a public repository of structured organic reaction records. The reactants are COC(=O)C1=C(C2=C(S1)C=C(C(=C2)O)OC)Cl (3-Chloro-5-hydroxy-6-methoxy-benzo[b]thiophene-2-carboxylic acid methyl ester), [OH-].[Na+] (sodium hydroxide). Product: ClC=1C2=C(SC1C(=O)O)C=C(C(=C2)O)OC (3-Chloro-5-hydroxy-6-methoxy-benzo[b]thiophene-2-carboxylic acid). The solvent is CO (methanol). Procedure: 3-Chloro-5-hydroxy-6-methoxy-benzo[b]thiophene-2-carboxylic acid methyl ester (0.5 g) was dissolved in methanol (10 ml) and 5M sodium hydroxide (10 ml) added to. The solution refluxed for two hours. Methanol was evaporated and the resultant solution was acidified with 2M hydrochloric acid. The resultant solid was dried under vacuum. The product was used for the next step without any purification. As a reaction SMILES: C[O:2][C:3]([C:5]1[S:9][C:8]2[CH:10]=[C:11]([O:15][CH3:16])[C:12]([OH:14])=[CH:13][C:7]=2[C:6]=1[Cl:17])=[O:4].[OH-].[Na+]>CO>[Cl:17][C:6]1[C:7]2[CH:13]=[C:12]([OH:14])[C:11]([O:15][CH3:16])=[CH:10][C:8]=2[S:9][C:5]=1[C:3]([OH:4])=[O:2] |f:1.2|.